describe an organic reaction: reactants, conditions, products, and yield From a dataset of the Open Reaction Database (ORD), a public repository of structured organic reaction records. Starting materials: CCc1c(C)c2cc(C(=O)O)ccc2n1Cc1ccc(F)cc1, CCN=C=NCCCN(C)C, CN(C)CCN, CN(C)C=O, ClC(Cl)Cl, Cl, On1nnc2ccccc21. Product: CCc1c(C)c2cc(C(=O)NCCN(C)C)ccc2n1Cc1ccc(F)cc1. Reaction SMILES: [CH2:1]([CH3:2])[c:3]1[n:4]([CH2:16][c:17]2[cH:18][cH:19][c:20]([F:23])[cH:21][cH:22]2)[c:5]2[cH:6][cH:7][c:8]([C:13](=[O:14])[OH:15])[cH:9][c:10]2[c:11]1[CH3:12].[CH2:25]([N:26]=[C:27]=[N:28][CH2:29][CH2:30][CH2:31][N:32]([CH3:33])[CH3:34])[CH3:35].[CH3:46][N:47]([CH2:48][CH2:49][NH2:50])[CH3:51].[CH3:52][N:53]([CH3:54])[CH:55]=[O:56].[CH:57]([Cl:58])([Cl:59])[Cl:60].[ClH:24].[OH:36][n:37]1[c:38]2[cH:39][cH:40][cH:41][cH:42][c:43]2[n:44][n:45]1>>[CH2:1]([CH3:2])[c:3]1[n:4]([CH2:16][c:17]2[cH:18][cH:19][c:20]([F:23])[cH:21][cH:22]2)[c:5]2[cH:6][cH:7][c:8]([C:13](=[O:14])[NH:50][CH2:49][CH2:48][N:47]([CH3:46])[CH3:51])[cH:9][c:10]2[c:11]1[CH3:12]. Starting materials: [Na] (sodium), OC1=C2C=CC=C(C2=C(C=C1)N=NC1=C(C=C(C=C1)[N+](=O)[O-])S(=O)(=O)C)NS(=O)(=O)C=1C=C(C=CC1)S(=O)(=O)O (3-[5-hydroxy-8-(2-methylsulphonyl-4-nitrophenylazo)-naphthylsulphamoyl]-benzene sulphonic acid), P(=O)(Cl)(Cl)Cl (phosphorus oxychloride), CN1C(CCC1)=O (N-methylpyrrolidone). Reaction conditions: temperature 60 celsius, time 6 hour. Yields the product S(=O)(=O)(O)Cl.OC1=C2C=CC=C(C2=C(C=C1)N=NC1=C(C=C(C=C1)[N+](=O)[O-])S(=O)(=O)C)NS(=O)(=O)C=1C=CC=CC1 (3-[5-hydroxy-8-(2-methylsulphonyl-4-nitrophenylazo)naphthylsulphamoyl]-benzene sulphochloride). As a reaction SMILES: [Na].[OH:2][C:3]1[CH:12]=[CH:11][C:10]([N:13]=[N:14][C:15]2[CH:20]=[CH:19][C:18]([N+:21]([O-:23])=[O:22])=[CH:17][C:16]=2[S:24]([CH3:27])(=[O:26])=[O:25])=[C:9]2[C:4]=1[CH:5]=[CH:6][CH:7]=[C:8]2[NH:28][S:29]([C:32]1[CH:33]=[C:34]([S:38]([OH:41])(=[O:40])=[O:39])[CH:35]=[CH:36][CH:37]=1)(=[O:31])=[O:30].CN1CCCC1=O.P(Cl)(Cl)([Cl:51])=O>>[S:38]([Cl:51])([OH:41])(=[O:40])=[O:39].[OH:2][C:3]1[CH:12]=[CH:11][C:10]([N:13]=[N:14][C:15]2[CH:20]=[CH:19][C:18]([N+:21]([O-:23])=[O:22])=[CH:17][C:16]=2[S:24]([CH3:27])(=[O:26])=[O:25])=[C:9]2[C:4]=1[CH:5]=[CH:6][CH:7]=[C:8]2[NH:28][S:29]([C:32]1[CH:33]=[CH:34][CH:35]=[CH:36][CH:37]=1)(=[O:30])=[O:31] |f:4.5,^1:0|. Reported procedure: 126 g of the sodium salt of 3-[5-hydroxy-8-(2-methylsulphonyl-4-nitrophenylazo)-naphthylsulphamoyl]-benzene sulphonic acid are stirred in 700 ml of phosphorus oxychloride and heated to 60° C. At this temperature 20 g of N-methylpyrrolidone are gradually added, whereupon the mixture is stirred at 60° C. for 6 h and thereafter allowed to cool. The precipitate formed is filtered with suction, washed with dichloroethane and dried. The reactants are Cl.ClC=1N=C(NC1CC)C(=O)N[C@@H]1[C@@H](CNCC1)OC (cis(±)-4-chloro-5-ethyl-N-(3-methoxypiperidin-4-yl)-1H-imidazole-2-carboxamide hydrochloride), ClC1=NC(=CC(=C1)C(=O)OCC)Cl (ethyl 2,6-dichloro-pyridine-4-carboxylate), C(C)(C)N(CC)C(C)C (diisopropylethylamine). The product is ClC1=NC(=CC(=C1)C(=O)OC)N1C[C@H]([C@H](CC1)NC(=O)C=1NC(=C(N1)Cl)CC)OC (Methyl cis(±)-2-chloro-6-(4-{[(4-chloro-5-ethyl-1H-imidazol-2-yl)carbonyl]amino}-3-methoxypiperidin-1-yl)pyridine-4-carboxylate). RXN SMILES: Cl.[Cl:2][C:3]1[N:4]=[C:5]([C:10]([NH:12][C@H:13]2[CH2:18][CH2:17][NH:16][CH2:15][C@H:14]2[O:19][CH3:20])=[O:11])[NH:6][C:7]=1[CH2:8][CH3:9].[Cl:21][C:22]1[CH:27]=[C:26]([C:28]([O:30][CH2:31]C)=[O:29])[CH:25]=[C:24](Cl)[N:23]=1.C(N(C(C)C)CC)(C)C>>[Cl:21][C:22]1[CH:27]=[C:26]([C:28]([O:30][CH3:31])=[O:29])[CH:25]=[C:24]([N:16]2[CH2:17][CH2:18][C@H:13]([NH:12][C:10]([C:5]3[NH:6][C:7]([CH2:8][CH3:9])=[C:3]([Cl:2])[N:4]=3)=[O:11])[C@H:14]([O:19][CH3:20])[CH2:15]2)[N:23]=1 |f:0.1|. Procedure: The same operation as in Example (158a) was performed using cis(±)-4-chloro-5-ethyl-N-(3-methoxypiperidin-4-yl)-1H-imidazole-2-carboxamide hydrochloride obtained in Example (159a) (107 mg, 0.33 mmol), ethyl 2,6-dichloro-pyridine-4-carboxylate (65 mg, 0.32 mmol) and diisopropylethylamine (122 mg, 0.95 mmol), to obtain the title compound as a yellow brown oily substance. Reactants: CN(Cc1cc(Br)n(S(=O)(=O)c2cccnc2)c1)C(=O)OC(C)(C)C, COCCOC, OB(O)c1ccncc1F, [Na+], O, O, O=C([O-])O, c1ccc(P(c2ccccc2)(c2ccccc2)[Pd](P(c2ccccc2)(c2ccccc2)c2ccccc2)(P(c2ccccc2)(c2ccccc2)c2ccccc2)P(c2ccccc2)(c2ccccc2)c2ccccc2)cc1. Yields the product CN(Cc1cc(-c2ccncc2F)n(S(=O)(=O)c2cccnc2)c1)C(=O)OC(C)(C)C. Reaction SMILES: [C:1]([CH3:2])([CH3:3])([CH3:4])[O:5][C:6]([N:7]([CH3:8])[CH2:9][c:10]1[cH:11][n:12]([S:16](=[O:17])(=[O:18])[c:19]2[cH:20][n:21][cH:22][cH:23][cH:24]2)[c:13]([Br:15])[cH:14]1)=[O:25].[CH3:42][O:43][CH2:44][CH2:45][O:46][CH3:47].[F:27][c:28]1[cH:29][n:30][cH:31][cH:32][c:33]1[B:34]([OH:35])[OH:36].[Na+:37].[OH2:125].[OH2:26].[OH:38][C:39](=[O:40])[O-:41].[cH:48]1[cH:49][cH:50][c:51]([P:52]([Pd:53]([P:54]([c:55]2[cH:56][cH:57][cH:58][cH:59][cH:60]2)([c:61]2[cH:62][cH:63][cH:64][cH:65][cH:66]2)[c:67]2[cH:68][cH:69][cH:70][cH:71][cH:72]2)([P:73]([c:74]2[cH:75][cH:76][cH:77][cH:78][cH:79]2)([c:80]2[cH:81][cH:82][cH:83][cH:84][cH:85]2)[c:86]2[cH:87][cH:88][cH:89][cH:90][cH:91]2)[P:92]([c:93]2[cH:94][cH:95][cH:96][cH:97][cH:98]2)([c:99]2[cH:100][cH:101][cH:102][cH:103][cH:104]2)[c:105]2[cH:106][cH:107][cH:108][cH:109][cH:110]2)([c:111]2[cH:112][cH:113][cH:114][cH:115][cH:116]2)[c:117]2[cH:118][cH:119][cH:120][cH:121][cH:122]2)[cH:123][cH:124]1>>[C:1]([CH3:2])([CH3:3])([CH3:4])[O:5][C:6]([N:7]([CH3:8])[CH2:9][c:10]1[cH:11][n:12]([S:16](=[O:17])(=[O:18])[c:19]2[cH:20][n:21][cH:22][cH:23][cH:24]2)[c:13](-[c:33]2[c:28]([F:27])[cH:29][n:30][cH:31][cH:32]2)[cH:14]1)=[O:25].